From a dataset of the Open Reaction Database (ORD), a public repository of structured organic reaction records. describe an organic reaction: reactants, conditions, products, and yield Starting materials: CC(=O)O, CC=Cc1ccc(S(C)(=O)=O)cc1[N+](=O)[O-], [Fe]. Yields the product CC=Cc1ccc(S(C)(=O)=O)cc1N. Reaction SMILES: [C:17]([OH:18])(=[O:19])[CH3:20].[CH3:1][S:2](=[O:3])(=[O:4])[c:5]1[cH:6][c:7]([N+:14]([O-:15])=[O:16])[c:8]([CH:11]=[CH:12][CH3:13])[cH:9][cH:10]1.[Fe:21]>>[CH3:1][S:2](=[O:3])(=[O:4])[c:5]1[cH:6][c:7]([NH2:14])[c:8]([CH:11]=[CH:12][CH3:13])[cH:9][cH:10]1.